This data is from the Open Reaction Database (ORD), a public repository of structured organic reaction records. The task is: describe an organic reaction: reactants, conditions, products, and yield The reactants are ClC1=NC2=C(N1)C=C(C=C2)C(=O)OC (methyl 2-chloro-1H-benzimidazole-6-carboxylate), FC=1C=C(C=CC1)C1CNCCC1CN(C(OC(C)(C)C)=O)[C@H](C)C1=CC=CC2=CC=CC=C12 (tert-butyl {[3-(3-fluorophenyl)piperidin-4-yl]methyl}[(1R)-1-(1-naphthyl)ethyl]carbamate), O (water). Solvent: CS(=O)C (DMSO). Yields the product C(C)(C)(C)OC(=O)N([C@H](C)C1=CC=CC2=CC=CC=C12)CC1C(CN(CC1)C1=NC2=C(N1)C=C(C=C2)C(=O)OC)C2=CC(=CC=C2)F (methyl 2-[4-({(tert-butoxycarbonyl)[(1R)-1-(1-naphthyl)ethyl]amino}methyl)-3-(3-fluorophenyl)piperidin-1-yl]-1H-benzimidazole-6-carboxylate). Yield: 34.9%. RXN SMILES: Cl[C:2]1[NH:6][C:5]2[CH:7]=[C:8]([C:11]([O:13][CH3:14])=[O:12])[CH:9]=[CH:10][C:4]=2[N:3]=1.[F:15][C:16]1[CH:17]=[C:18]([CH:22]2[CH:27]([CH2:28][N:29]([C@@H:37]([C:39]3[C:48]4[C:43](=[CH:44][CH:45]=[CH:46][CH:47]=4)[CH:42]=[CH:41][CH:40]=3)[CH3:38])[C:30](=[O:36])[O:31][C:32]([CH3:35])([CH3:34])[CH3:33])[CH2:26][CH2:25][NH:24][CH2:23]2)[CH:19]=[CH:20][CH:21]=1.O>CS(C)=O>[C:32]([O:31][C:30]([N:29]([CH2:28][CH:27]1[CH2:26][CH2:25][N:24]([C:2]2[NH:6][C:5]3[CH:7]=[C:8]([C:11]([O:13][CH3:14])=[O:12])[CH:9]=[CH:10][C:4]=3[N:3]=2)[CH2:23][CH:22]1[C:18]1[CH:19]=[CH:20][CH:21]=[C:16]([F:15])[CH:17]=1)[C@@H:37]([C:39]1[C:48]2[C:43](=[CH:44][CH:45]=[CH:46][CH:47]=2)[CH:42]=[CH:41][CH:40]=1)[CH3:38])=[O:36])([CH3:33])([CH3:34])[CH3:35]. Reported procedure: A solution of 313 mg of methyl 2-chloro-1H-benzimidazole-6-carboxylate and 100 mg of tert-butyl {[3-(3-fluorophenyl)piperidin-4-yl]methyl}[(1R)-1-(1-naphthyl)ethyl]carbamate in 2.00 mL of DMSO was stirred at 130° C. for 9 hours. The reaction mixture was cooled to room temperature, and water was then added thereto, followed by extraction with ethyl acetate. The organic layer was washed with saturated brine, and dried over anhydrous sodium sulfate. After filtration, the filtrate was concentrated u... Run in C(Cl)Cl.CCOC(=O)C (CH2Cl2 EtOAc). Reaction conditions: temperature 65 celsius, time 1 hour. The reactants are NC=1C=C(C=CC1)C1=CC=C(C=C1)OC[C@H](NC(C1=CC=CC=C1)(C1=CC=CC=C1)C1=CC=CC=C1)C(=O)OC (Methyl O-(3′-amino-1,1′-biphenyl-4-yl)-N-triphenylmethyl-L-serinate), C(C)OC=1C(C(C1OCC)=O)=O (3,4-diethoxy-3 cyclobutene-1,2-dione). RXN SMILES: [NH2:1][C:2]1[CH:3]=[C:4]([C:8]2[CH:13]=[CH:12][C:11]([O:14][CH2:15][C@@H:16]([C:37]([O:39][CH3:40])=[O:38])[NH:17][C:18]([C:31]3[CH:36]=[CH:35][CH:34]=[CH:33][CH:32]=3)([C:25]3[CH:30]=[CH:29][CH:28]=[CH:27][CH:26]=3)[C:19]3[CH:24]=[CH:23][CH:22]=[CH:21][CH:20]=3)=[CH:10][CH:9]=2)[CH:5]=[CH:6][CH:7]=1.[CH2:41]([O:43][C:44]1[C:45](=O)[C:46](=[O:51])[C:47]=1[O:48]CC)[CH3:42]>C(Cl)Cl.CCOC(C)=O>[CH2:41]([O:43][C:44]1[C:47](=[O:48])[C:46](=[O:51])[C:45]=1[NH:1][C:2]1[CH:3]=[C:4]([C:8]2[CH:9]=[CH:10][C:11]([O:14][CH2:15][C@@H:16]([C:37]([O:39][CH3:40])=[O:38])[NH:17][C:18]([C:19]3[CH:24]=[CH:23][CH:22]=[CH:21][CH:20]=3)([C:31]3[CH:32]=[CH:33][CH:34]=[CH:35][CH:36]=3)[C:25]3[CH:26]=[CH:27][CH:28]=[CH:29][CH:30]=3)=[CH:12][CH:13]=2)[CH:5]=[CH:6][CH:7]=1)[CH3:42] |f:2.3|. Product: C(C)OC1=C(C(C1=O)=O)NC=1C=C(C=CC1)C1=CC=C(C=C1)OC[C@H](NC(C1=CC=CC=C1)(C1=CC=CC=C1)C1=CC=CC=C1)C(=O)OC (Methyl O-{3′-[(2-ethoxy-3,4-dioxo-1-cyclobutene-1-yl)amino]-1,1′-biphenyl-4-yl}-N-triphenylmethyl-L-serinate). Procedure: The compound of Example 3 (1.50 g, 2.8 mmol, 1 equiv) was dissolved in 3,4-diethoxy-3 cyclobutene-1,2-dione (2.1 mL, 14.2 mmol, 5 equiv). The reaction mixture was stirred at 60-70° C. for 1 h. It was then allowed to cool to rt and diluted with CH2Cl2/EtOAc 9:1 (12 mL). The solution was filtered over a pad of silica gel and eluted with CH2Cl2/EtOAc 9:1. Unreacted 3,4-diethoxy-3-cyclobutene-1,2-dion eluted first followed by the title compound. Yield 0.68 g, 36.7%. 1H NMR (CDCl3, 7.72-7.51 (m, 8H);...